From a dataset of the Open Reaction Database (ORD), a public repository of structured organic reaction records. describe an organic reaction: reactants, conditions, products, and yield The reactants are CCN=C=O, C1CCOC1, Cc1nc(N)sc1-c1cnc(Cl)c(NS(C)(=O)=O)c1. Product: CCNC(=O)Nc1nc(C)c(-c2cnc(Cl)c(NS(C)(=O)=O)c2)s1. RXN SMILES: [CH2:1]([CH3:2])[N:3]=[C:4]=[O:5].[CH2:25]1[O:26][CH2:27][CH2:28][CH2:29]1.[NH2:6][c:7]1[s:8][c:9](-[c:13]2[cH:14][c:15]([NH:20][S:21](=[O:22])(=[O:23])[CH3:24])[c:16]([Cl:19])[n:17][cH:18]2)[c:10]([CH3:12])[n:11]1>>[CH2:1]([CH3:2])[NH:3][C:4](=[O:5])[NH:6][c:7]1[s:8][c:9](-[c:13]2[cH:14][c:15]([NH:20][S:21](=[O:22])(=[O:23])[CH3:24])[c:16]([Cl:19])[n:17][cH:18]2)[c:10]([CH3:12])[n:11]1. Starting materials: C(C)(C)(C)OC(=O)NC1=NC(=NS1)C(C(=O)OC)=NOC1CCCC1 (methyl 2-(5-t-butoxycarbonylamino-1,2,4-thiadiazol-3-yl)-2-cyclopentyloxyiminoacetate), [OH-].[Na+] (NaOH). Solvent: CO (CH3OH). The product is C(C)(C)(C)OC(=O)NC1=NC(=NS1)C(C(=O)O)=NOC1CCCC1 (2-(5-t-Butoxycarbonylamino-1,2,4-thiadiazol-3-yl)-2-cyclopentyloxyiminoacetic acid). Isolated yield 78.9%. RXN SMILES: [C:1]([O:5][C:6]([NH:8][C:9]1[S:13][N:12]=[C:11]([C:14](=[N:19][O:20][CH:21]2[CH2:25][CH2:24][CH2:23][CH2:22]2)[C:15]([O:17]C)=[O:16])[N:10]=1)=[O:7])([CH3:4])([CH3:3])[CH3:2].[OH-].[Na+]>CO>[C:1]([O:5][C:6]([NH:8][C:9]1[S:13][N:12]=[C:11]([C:14](=[N:19][O:20][CH:21]2[CH2:22][CH2:23][CH2:24][CH2:25]2)[C:15]([OH:17])=[O:16])[N:10]=1)=[O:7])([CH3:4])([CH3:2])[CH3:3] |f:1.2|. Procedure: A solution of 500 mg (1.34 mmoles) of methyl 2-(5-t-butoxycarbonylamino-1,2,4-thiadiazol-3-yl)-2-cyclopentyloxyiminoacetate and 2N NaOH solution (2 ml, 4 mmoles) in 15 ml of CH3OH was refluxed for 30 minutes. The reaction mixture was evaporated and 10 ml of ethyl acetate-H2O (1:1) was added to the solution. The water layer was separated, acidified to pH 2 with 6N HCl and extracted with ethyl acetate (10 ml×2). The organic layer was washed with brine, dried over MgSO4 and concentrated under reduc...